From a dataset of the Open Reaction Database (ORD), a public repository of structured organic reaction records. describe an organic reaction: reactants, conditions, products, and yield Yields the product OC1=[N+](C(=NC2=CC=CC=C12)C)[O-] (4-hydroxy-2-methylquinazoline-3-oxide). Procedure details: The isatoic anhydride, acetic anhydride and pyridine were combined in a round bottomed flask equipped with a thermometer, reflux condenser and protected from atmospheric moisture by a drying tube. The reaction mixture was heated to 90°-100° C for 1 hour. The reaction mixture was cooled to room temperature and the hydroxylamine-hydrochloride was added all at once. The reaction mixture was stirred at room temperature for 24 hours. Most of the pyridine was removed from the reaction product by disti... Reaction conditions: time 24 hour. Starting materials: C1=2C(=O)OC(NC1=CC=CC2)=O (isatoic anhydride), C(C)(=O)OC(C)=O (acetic anhydride), Cl.NO (hydroxylamine-hydrochloride). Solvent: N1=CC=CC=C1 (pyridine). RXN SMILES: [C:1]12[C:7](=[CH:8][CH:9]=[CH:10][CH:11]=1)[NH:6][C:5](=O)O[C:2]2=[O:3].[C:13](OC(=O)C)(=O)C.Cl.[NH2:21][OH:22]>N1C=CC=CC=1>[OH:3][C:2]1[C:1]2[C:7](=[CH:8][CH:9]=[CH:10][CH:11]=2)[N:6]=[C:5]([CH3:13])[N+:21]=1[O-:22] |f:2.3|. Isolated yield 70.0%.